This data is from the Open Reaction Database (ORD), a public repository of structured organic reaction records. The task is: describe an organic reaction: reactants, conditions, products, and yield Reactants: C(N)(=O)C1=C(OC(CCC(=O)OCC)C2=C(C=CC=C2)C)C=C(C=C1)OCC1=CSC=C1 (ethyl (RS)-4-[2-carbamoyl-5-(3-thienylmethoxy)phenoxy]-4-(2-methylphenyl)butanoate), COC1=CC=C(C=C1)P1(SP(S1)(C1=CC=C(C=C1)OC)=S)=S (2,4-bis(4-methoxyphenyl)-1,3-dithia-2,4-diphosphetane-2,4-disulphide). Solvent: O1CCCC1 (tetrahydrofuran). Run at temperature 25 celsius. Product: CC1=C(C=CC=C1)C(CCC(=O)OCC)OC1=C(C=CC(=C1)OCC1=CSC=C1)C(N)=S (ethyl (RS)-4-(2-methylphenyl)-4-[5-(3-thienylmethoxy)-2-thiocarbamoylphenoxy]butanoate). The yield is 142.7%. RXN SMILES: [C:1]([C:4]1[CH:25]=[CH:24][C:23]([O:26][CH2:27][C:28]2[CH:32]=[CH:31][S:30][CH:29]=2)=[CH:22][C:5]=1[O:6][CH:7]([C:15]1[CH:20]=[CH:19][CH:18]=[CH:17][C:16]=1[CH3:21])[CH2:8][CH2:9][C:10]([O:12][CH2:13][CH3:14])=[O:11])(=O)[NH2:2].COC1C=CC(P2(=S)SP(=S)(C3C=CC(OC)=CC=3)[S:42]2)=CC=1>O1CCCC1>[CH3:21][C:16]1[CH:17]=[CH:18][CH:19]=[CH:20][C:15]=1[CH:7]([O:6][C:5]1[CH:22]=[C:23]([O:26][CH2:27][C:28]2[CH:32]=[CH:31][S:30][CH:29]=2)[CH:24]=[CH:25][C:4]=1[C:1](=[S:42])[NH2:2])[CH2:8][CH2:9][C:10]([O:12][CH2:13][CH3:14])=[O:11]. Procedure details: A stirred solution of ethyl (RS)-4-[2-carbamoyl-5-(3-thienylmethoxy)phenoxy]-4-(2-methylphenyl)butanoate (2.44 g) in tetrahydrofuran (49 mL) is treated with 2,4-bis(4-methoxyphenyl)-1,3-dithia-2,4-diphosphetane-2,4-disulphide (1.08 g) and maintained at 25° C. for 24 hours. The solution is then evaporated and the residual oil is subjected to flash chromatography on silica gel, eluting with a mixture of pentane and ethyl acetate (2:1 v/v), followed by trituration with diethyl ether, to give ethyl ... The reactants are ClC1=NC=C(C=C1)[N+](=O)[O-] (2-chloro-5-nitropyridine), ClC1=CC(=C(C=C1O)NC(C1=CC(=CC=C1)C(C)(C)C#N)=O)F (N-(4-chloro-2-fluoro-5-hydroxyphenyl)-3-(1-cyano-1-methylethyl)benzamide), C([O-])([O-])=O.[K+].[K+] (potassium carbonate). Solvent: CN(C=O)C (N,N-dimethylformamide). Conditions: temperature 80 celsius, time 16 hour. Yields the product ClC1=CC(=C(C=C1OC1=NC=C(C=C1)[N+](=O)[O-])NC(C1=CC(=CC=C1)C(C)(C)C#N)=O)F (N-{4-chloro-2-fluoro-5-[(5-nitropyridin-2-yl)oxy]phenyl}-3-(1-cyano-1-methylethyl)benzamide). Isolated yield 83.4%. As a reaction SMILES: Cl[C:2]1[CH:7]=[CH:6][C:5]([N+:8]([O-:10])=[O:9])=[CH:4][N:3]=1.[Cl:11][C:12]1[C:17]([OH:18])=[CH:16][C:15]([NH:19][C:20](=[O:32])[C:21]2[CH:26]=[CH:25][CH:24]=[C:23]([C:27]([C:30]#[N:31])([CH3:29])[CH3:28])[CH:22]=2)=[C:14]([F:33])[CH:13]=1.C(=O)([O-])[O-].[K+].[K+]>CN(C)C=O>[Cl:11][C:12]1[C:17]([O:18][C:2]2[CH:7]=[CH:6][C:5]([N+:8]([O-:10])=[O:9])=[CH:4][N:3]=2)=[CH:16][C:15]([NH:19][C:20](=[O:32])[C:21]2[CH:26]=[CH:25][CH:24]=[C:23]([C:27]([C:30]#[N:31])([CH3:29])[CH3:28])[CH:22]=2)=[C:14]([F:33])[CH:13]=1 |f:2.3.4|. Procedure details: To a solution of 2-chloro-5-nitropyridine (952 mg, 6.01 mmol) and N-(4-chloro-2-fluoro-5-hydroxyphenyl)-3-(1-cyano-1-methylethyl)benzamide (2.00 g, 6.01 mmol) in N,N-dimethylformamide (20 mL) was added potassium carbonate (1.24 g, 9.01 mmol), and the mixture was stirred at 80° C. for 16 hr. The reaction mixture was cooled to room temperature, the insoluble material was filtered off, and the filtrate was concentrated under reduced pressure. Water (100 mL) was added to the obtained residue, and th... Reactants: N (ammonia), CC(C)(C)OC(CN(CC=C)C1=C(C(C1=O)=O)OCC)=O (N-(2-ethoxy-3,4-dioxo-1-cyclobuten-1-yl)-N-(2-propenyl)glycine 1,1-dimethylethyl ester). Product: CC(C)(C)OC(CN(CC=C)C1=C(C(C1=O)=O)N)=O (N-(2-amino-3,4-dioxo-1-cyclobuten-1-yl)-N-(2-propenyl)glycine 1,1-dimethylethyl ester). The yield is 71.0%. As a reaction SMILES: [NH3:1].[CH3:2][C:3]([O:6][C:7](=[O:22])[CH2:8][N:9]([C:13]1[C:16](=[O:17])[C:15](=[O:18])[C:14]=1OCC)[CH2:10][CH:11]=[CH2:12])([CH3:5])[CH3:4]>>[CH3:2][C:3]([O:6][C:7](=[O:22])[CH2:8][N:9]([C:13]1[C:16](=[O:17])[C:15](=[O:18])[C:14]=1[NH2:1])[CH2:10][CH:11]=[CH2:12])([CH3:5])[CH3:4]. Procedure: Ethanolic ammonia (25 mL) was added to a flask containing N-(2-ethoxy-3,4-dioxo-1-cyclobuten-1-yl)-N-(2-propenyl)glycine 1,1-dimethylethyl ester (2.5 g, 8.5 mmol) at room temperature. After 5 hours the reaction mixture was concentrated and purified by flash chromatography (5 cm diameter, elution with 5% methanol in dichloromethane) to yield N-(2-amino-3,4-dioxo-1-cyclobuten-1-yl)-N-(2-propenyl)glycine 1,1-dimethylethyl ester as a white solid (1.6 g, 71%, mp 175°-176° C.); IR (KBr, cm-1): 3300, 3... Starting materials: N#Cc1ccccc1B(O)O, O=C([O-])[O-], COCCOC, Cc1nc(C#Cc2ccc(Cl)nc2)cs1, [K+], [K+], O, Cl[Pd]Cl, c1ccc(P(c2ccccc2)c2ccccc2)cc1, c1ccc(P(c2ccccc2)c2ccccc2)cc1. The product is Cc1nc(C#Cc2ccc(-c3ccccc3C#N)nc2)cs1. As a reaction SMILES: [C:16](#[N:17])[c:18]1[c:19]([B:24]([OH:25])[OH:26])[cH:20][cH:21][cH:22][cH:23]1.[C:27](=[O:28])([O-:29])[O-:30].[CH3:74][O:75][CH2:76][CH2:77][O:78][CH3:79].[Cl:1][c:2]1[n:3][cH:4][c:5]([C:8]#[C:9][c:10]2[n:11][c:12]([CH3:15])[s:13][cH:14]2)[cH:6][cH:7]1.[K+:31].[K+:32].[OH2:80].[Pd:33]([Cl:34])[Cl:35].[c:36]1([P:37]([c:38]2[cH:39][cH:40][cH:41][cH:42][cH:43]2)[c:44]2[cH:45][cH:46][cH:47][cH:48][cH:49]2)[cH:50][cH:51][cH:52][cH:53][cH:54]1.[c:55]1([P:56]([c:57]2[cH:58][cH:59][cH:60][cH:61][cH:62]2)[c:63]2[cH:64][cH:65][cH:66][cH:67][cH:68]2)[cH:69][cH:70][cH:71][cH:72][cH:73]1>>[c:2]1(-[c:19]2[c:18]([C:16]#[N:17])[cH:23][cH:22][cH:21][cH:20]2)[n:3][cH:4][c:5]([C:8]#[C:9][c:10]2[n:11][c:12]([CH3:15])[s:13][cH:14]2)[cH:6][cH:7]1. The reactants are CO, CC(C)=O, CCOC(C)=O, O, COc1cc(-c2cnc3[nH]cc(C#Cc4ccccc4)c3n2)cc(OC)c1OC, Cc1ccc(S(=O)(=O)O)cc1. As a reaction SMILES: [CH3:42][OH:43].[CH3:44][C:45](=[O:46])[CH3:47].[CH3:48][CH2:49][O:50][C:51](=[O:52])[CH3:53].[OH2:30].[c:1]1([C:7]#[C:8][c:9]2[cH:10][nH:11][c:12]3[n:13][cH:14][c:15](-[c:18]4[cH:19][c:20]([O:28][CH3:29])[c:21]([O:26][CH3:27])[c:22]([O:24][CH3:25])[cH:23]4)[n:16][c:17]23)[cH:2][cH:3][cH:4][cH:5][cH:6]1.[c:31]1([CH3:32])[cH:33][cH:34][c:35]([S:36]([OH:37])(=[O:38])=[O:39])[cH:40][cH:41]1>>[c:1]1([CH2:7][C:8]([c:9]2[cH:10][nH:11][c:12]3[n:13][cH:14][c:15](-[c:18]4[cH:19][c:20]([O:28][CH3:29])[c:21]([O:26][CH3:27])[c:22]([O:24][CH3:25])[cH:23]4)[n:16][c:17]23)=[O:38])[cH:2][cH:3][cH:4][cH:5][cH:6]1. Yields the product COc1cc(-c2cnc3[nH]cc(C(=O)Cc4ccccc4)c3n2)cc(OC)c1OC. Yields the product BrC(=CC1CCN(CC1)C(=O)OC(C)(C)C)Br (4-(2,2-dibromovinyl)-1-(tert-butoxycarbonyl)piperidine). Solvent: C(C)OCC (diethyl ether), ClCCl (dichloromethane), ClCCl (dichloromethane). Isolated yield 82.3%. RXN SMILES: C1(P(C2C=CC=CC=2)C2C=CC=CC=2)C=CC=CC=1.[C:20]([Br:24])(Br)(Br)[Br:21].[C:25]([O:29][C:30]([N:32]1[CH2:37][CH2:36][CH:35]([CH:38]=O)[CH2:34][CH2:33]1)=[O:31])([CH3:28])([CH3:27])[CH3:26]>ClCCl.C(OCC)C>[Br:21][C:20]([Br:24])=[CH:38][CH:35]1[CH2:36][CH2:37][N:32]([C:30]([O:29][C:25]([CH3:26])([CH3:28])[CH3:27])=[O:31])[CH2:33][CH2:34]1. The reactants are solution, C1(=CC=CC=C1)P(C1=CC=CC=C1)C1=CC=CC=C1 (triphenylphosphine), C(Br)(Br)(Br)Br (carbon tetrabromide), solution, C(C)(C)(C)OC(=O)N1CCC(CC1)C=O (1-(tert-butoxycarbonyl)piperidine-4-carbaldehyde). Reaction conditions: time 1 hour. Procedure details: 200 ml of a solution of 19.7 g of triphenylphosphine and 12.4 g of carbon tetrabromide in dichloromethane was stirred under ice-cooling and 20 ml of a solution of 4.0 g of 1-(tert-butoxycarbonyl)piperidine-4-carbaldehyde in dichloromethane was dropped thereinto. After stirring for 1 hour, the reaction mixture was diluted with diethyl ether and filtered through celite to thereby remove the insoluble residue. After distilling off the solvent under reduced pressure, the residue was purified by sili...